From a dataset of the Open Reaction Database (ORD), a public repository of structured organic reaction records. describe an organic reaction: reactants, conditions, products, and yield The reactants are C(C)(=O)NC1=CC=C2C(=CC=NC2=N1)C (7-Acetamido-4-methyl-1,8-naphthyridine), C1(=CC=C(C=C1)S(=O)(=O)OC)C (methyl p-toluenesulfonate). Solvent: C(C)#N (acetonitrile). Product: C1(=CC=C(C=C1)S(=O)(=O)[O-])C.C(C)(=O)NC1=CC=C2C(=CC=[N+](C2=N1)C)C (7-Acetamido-1,4-dimethyl-1,8-naphthyridinium p-Toluenesulfonate). Reaction SMILES: [C:1]([NH:4][C:5]1[N:14]=[C:13]2[C:8]([C:9]([CH3:15])=[CH:10][CH:11]=[N:12]2)=[CH:7][CH:6]=1)(=[O:3])[CH3:2].[C:16]1([CH3:27])[CH:21]=[CH:20][C:19]([S:22]([O:25]C)(=[O:24])=[O:23])=[CH:18][CH:17]=1>C(#N)C>[C:16]1([CH3:27])[CH:17]=[CH:18][C:19]([S:22]([O-:25])(=[O:23])=[O:24])=[CH:20][CH:21]=1.[C:1]([NH:4][C:5]1[N:14]=[C:13]2[C:8]([C:9]([CH3:15])=[CH:10][CH:11]=[N+:12]2[CH3:16])=[CH:7][CH:6]=1)(=[O:3])[CH3:2] |f:3.4|. Procedure: 7-Acetamido-4-methyl-1,8-naphthyridine (13.3 g., 0.066 mole) was refluxed for 8 hours with 12.7 g. of methyl p-toluenesulfonate in 150 ml. of dry acetonitrile. The dark purple solution was cooled at 5° for several days; 21.8 g. (85%) of felted needles, m.p. 200°-202°, was removed. Addition of a large volume of ether to the mother liquors precipitated 2.3 g. (9%) more of the salt; m.p. 185°-190°. The 1H nmr was consistent with that expected for the desired product. Starting materials: O=C1NCC(C12CN(CCC2)C(=O)OC(C)(C)C)C2=CC=C(C=C2)C (tert-butyl 1-oxo-4-p-tolyl-2,7-diazaspiro[4.5]decane-7-carboxylate), [Li+].C[Si](C)(C)[N-][Si](C)(C)C (LiHMDS), IC (iodomethane), [Cl-].[NH4+] (ammonium chloride). The solvent is C1CCOC1 (THF), C1CCOC1 (THF), C1CCOC1 (THF). Conditions: temperature -60 celsius, time 1 hour. Product: CN1C(C2(C(C1)C1=CC=C(C=C1)C)CN(CCC2)C(=O)OC(C)(C)C)=O (Tert-butyl 2-methyl-1-oxo-4-p-tolyl-2,7-diazaspiro[4.5]decane-7-carboxylate). RXN SMILES: [O:1]=[C:2]1[C:6]2([CH2:11][CH2:10][CH2:9][N:8]([C:12]([O:14][C:15]([CH3:18])([CH3:17])[CH3:16])=[O:13])[CH2:7]2)[CH:5]([C:19]2[CH:24]=[CH:23][C:22]([CH3:25])=[CH:21][CH:20]=2)[CH2:4][NH:3]1.[Li+].[CH3:27][Si]([N-][Si](C)(C)C)(C)C.IC.[Cl-].[NH4+]>C1COCC1>[CH3:27][N:3]1[CH2:4][CH:5]([C:19]2[CH:20]=[CH:21][C:22]([CH3:25])=[CH:23][CH:24]=2)[C:6]2([CH2:11][CH2:10][CH2:9][N:8]([C:12]([O:14][C:15]([CH3:18])([CH3:17])[CH3:16])=[O:13])[CH2:7]2)[C:2]1=[O:1] |f:1.2,4.5|. Procedure: To a stirred solution of tert-butyl 1-oxo-4-p-tolyl-2,7-diazaspiro[4.5]decane-7-carboxylate (333 mg, 0.967 mmol) in dry THF (6 ml) at −60° C. under nitrogen was added LiHMDS 1M in THF (1.26 ml, 1.257 mmol) dropwise and the mixture was left to stir at −60° C. for 1 hr. After this time a solution of iodomethane (79 ul, 1.257 mmol) in dry THF (1 ml) was added dropwise at −60° C. and the reaction mixture was allowed to warm from −60° C. to room temperature over 1 hr. After a further 3 hrs at room te... Starting materials: OCCCNc1nc2cc(C(F)(F)F)ccc2n2c(CNCc3ccccc3)cnc12, CO, [H][H], Cc1ccc(S(=O)(=O)O)cc1. Product: NCc1cnc2c(NCCCO)nc3cc(C(F)(F)F)ccc3n12. Reaction SMILES: [CH2:1]([c:2]1[cH:3][cH:4][cH:5][cH:6][cH:7]1)[NH:8][CH2:9][c:10]1[cH:11][n:12][c:13]2[n:14]1[c:15]1[cH:16][cH:17][c:18]([C:28]([F:29])([F:30])[F:31])[cH:19][c:20]1[n:21][c:22]2[NH:23][CH2:24][CH2:25][CH2:26][OH:27].[CH3:45][OH:46].[H:43][H:44].[c:32]1([CH3:33])[cH:34][cH:35][c:36]([S:37]([OH:38])(=[O:39])=[O:40])[cH:41][cH:42]1>>[NH2:8][CH2:9][c:10]1[cH:11][n:12][c:13]2[n:14]1[c:15]1[cH:16][cH:17][c:18]([C:28]([F:29])([F:30])[F:31])[cH:19][c:20]1[n:21][c:22]2[NH:23][CH2:24][CH2:25][CH2:26][OH:27]. The reactants are FC(C(=O)NCCCC1=CC=C(C=C1)I)(F)F (2,2,2-trifluoro-N-[3-(4-iodophenyl)propyl]acetamide), COC(=O)C1=CC=C(C=C1)B(O)O ([4-(methoxycarbonyl)phenyl]boronic acid), C([O-])([O-])=O.[Na+].[Na+] (sodium carbonate). Reagents/catalysts: C=1C=CC(=CC1)[P](C=2C=CC=CC2)(C=3C=CC=CC3)[Pd]([P](C=4C=CC=CC4)(C=5C=CC=CC5)C=6C=CC=CC6)([P](C=7C=CC=CC7)(C=8C=CC=CC8)C=9C=CC=CC9)[P](C=1C=CC=CC1)(C=1C=CC=CC1)C=1C=CC=CC1 (tetrakis(triphenylphosphine)palladium). Run in COCCOC (1,2-dimethoxyethane), C(C)(=O)OCC (ethyl acetate), O (water). Conditions: temperature 75 celsius, time 10 hour. Yields the product FC(C(=O)NCCCC1=CC=C(C=C1)C1=CC=C(C=C1)C(=O)OC)(F)F (methyl 4′-[3-[(trifluoroacetyl)amino]propyl]-1,1′-biphenyl-4-carboxylate). The yield is 36.0%. Reaction SMILES: [F:1][C:2]([F:17])([F:16])[C:3]([NH:5][CH2:6][CH2:7][CH2:8][C:9]1[CH:14]=[CH:13][C:12](I)=[CH:11][CH:10]=1)=[O:4].[CH3:18][O:19][C:20]([C:22]1[CH:27]=[CH:26][C:25](B(O)O)=[CH:24][CH:23]=1)=[O:21].C(=O)([O-])[O-].[Na+].[Na+]>COCCOC.C(OCC)(=O)C.O.C1C=CC([P]([Pd]([P](C2C=CC=CC=2)(C2C=CC=CC=2)C2C=CC=CC=2)([P](C2C=CC=CC=2)(C2C=CC=CC=2)C2C=CC=CC=2)[P](C2C=CC=CC=2)(C2C=CC=CC=2)C2C=CC=CC=2)(C2C=CC=CC=2)C2C=CC=CC=2)=CC=1>[F:1][C:2]([F:17])([F:16])[C:3]([NH:5][CH2:6][CH2:7][CH2:8][C:9]1[CH:14]=[CH:13][C:12]([C:25]2[CH:26]=[CH:27][C:22]([C:20]([O:19][CH3:18])=[O:21])=[CH:23][CH:24]=2)=[CH:11][CH:10]=1)=[O:4] |f:2.3.4,^1:53,55,74,93|. Procedure: To a solution of 2,2,2-trifluoro-N-[3-(4-iodophenyl)propyl]acetamide (2.5 g) in 1,2-dimethoxyethane (15 ml) was added [4-(methoxycarbonyl)phenyl]boronic acid (1.51 g), tetrakis(triphenylphosphine)palladium (809 mg) and aqueous solution of sodium carbonate (2M, 7 ml), and the mixture was stirred at 75° C. for 10 hours under nitrogen. The mixture was diluted with ethyl acetate and water. The organic layer was separated, washed with brine, dried over magnesium sulfate and evaporated. The residue wa... Starting materials: ClC=1N=CC(=C2C1NC=C2C)I (7-chloro-4-iodo-3-methyl-1H-pyrrolo[2,3-c]pyridine), [H-].[Na+] (sodium hydride), oil, O1CCCC1 (tetrahydrofuran), ice. Reaction conditions: time 30 minute. The product is ClC=1N=CC(=C2C1N(C=C2C)C)I (7-Chloro-4-iodo-1,3-dimethyl-1H-pyrrolo[2,3-c]pyridine). Reaction SMILES: [Cl:1][C:2]1[N:3]=[CH:4][C:5]([I:12])=[C:6]2[C:10]([CH3:11])=[CH:9][NH:8][C:7]=12.[H-].[Na+].O1CCC[CH2:16]1>>[Cl:1][C:2]1[N:3]=[CH:4][C:5]([I:12])=[C:6]2[C:10]([CH3:11])=[CH:9][N:8]([CH3:16])[C:7]=12 |f:1.2|. Procedure details: To a solution of 7-chloro-4-iodo-3-methyl-1H-pyrrolo[2,3-c]pyridine (2 g) in dry tetrahydrofuran (100 ml) at 0° C. under argon was added portionwise sodium hydride (60% dispersed in mineral oil 603 mg). After addition the ice-bath was removed and the solution stirred at room temperature for 30 minutes. The solution was re-cooled to 0° C. and a solution of methyl iodide (3.41 ml) in dry tetrahydrofuran (40 ml) was added dropwise. The solution was allowed to warm to room temperature and stirred ov... Reactants: OCC=1C=C(C2=C(C=CO2)C1)Br (5-(hydroxymethyl)-7-bromobenzofuran), N1C=NC=C1 (imidazole), [Si](C)(C)(C(C)(C)C)Cl (tert-butyldimethylsilyl chloride). Solvent: CN(C=O)C (dimethylformamide). The product is [Si](C)(C)(C(C)(C)C)OCC=1C=C(C2=C(C=CO2)C1)Br (5-(tert-butyldimethylsilyloxymethyl)-7-bromobenzofuran). The yield is 84.9%. As a reaction SMILES: [OH:1][CH2:2][C:3]1[CH:4]=[C:5]([Br:12])[C:6]2[O:10][CH:9]=[CH:8][C:7]=2[CH:11]=1.N1C=CN=C1.[Si:18](Cl)([C:21]([CH3:24])([CH3:23])[CH3:22])([CH3:20])[CH3:19]>CN(C)C=O>[Si:18]([O:1][CH2:2][C:3]1[CH:4]=[C:5]([Br:12])[C:6]2[O:10][CH:9]=[CH:8][C:7]=2[CH:11]=1)([C:21]([CH3:24])([CH3:23])[CH3:22])([CH3:20])[CH3:19]. Procedure details: A mixture of 0.40 gm (1.76 mMol) 5-(hydroxymethyl)-7-bromobenzofuran, 0.24 gm (30.5 mMol) imidazole, and 0.26 gm (1.76 mMol) tert-butyldimethylsilyl chloride in 2 ml dimethylformamide was stirred at room temperature over night. The reaction mixture was then partitioned between hexane and water. The organic phase was washed with well with water, dried over magnesium sulfate and concentrated under reduced pressure to provide 0.51 gm (85%) of the desired compound. The reactants are C(CN)N (ethylenediamine), [N+](=O)(O)[O-] (nitric acid). The product is [N+](=O)(O)[O-].[N+](=O)(O)[O-].C(CN)N (ethylenediamine dinitrate). As a reaction SMILES: [CH2:1]([NH2:4])[CH2:2][NH2:3].[N+:5]([O-:8])([OH:7])=[O:6]>>[N+:5]([O-:8])([OH:7])=[O:6].[N+:5]([O-:8])([OH:7])=[O:6].[CH2:1]([NH2:4])[CH2:2][NH2:3] |f:2.3.4|. Procedure details: reacting ethylenediamine with aqueous nitric acid to form ethylenediamine dinitrate solution; and Starting materials: C(C)(=O)C1=CC=C(O1)C(=O)Cl (5-acetylfuran-2-carbonyl chloride), CNC (dimethylamine). The solvent is O1CCCC1 (tetrahydrofuran). Product: CN(C(=O)C=1OC(=CC1)C(C)=O)C (N,N-Dimethyl-5-acetylfuran-2-carboxamide). As a reaction SMILES: [C:1]([C:4]1[O:8][C:7]([C:9](Cl)=[O:10])=[CH:6][CH:5]=1)(=[O:3])[CH3:2].[CH3:12][NH:13][CH3:14]>O1CCCC1>[CH3:12][N:13]([CH3:14])[C:9]([C:7]1[O:8][C:4]([C:1](=[O:3])[CH3:2])=[CH:5][CH:6]=1)=[O:10]. Procedure: To a stirred solution of 9.1 g. (0.053 mole) of 5-acetylfuran-2-carbonyl chloride in 150 ml. of tetrahydrofuran at ca -30° C. was added, dropwise, 7.0 ml. (0.106 mole) of dimethylamine. Stirring was continued, and the reaction mixture was allowed to warm to room temperature and then stirred overnight. The tetrahydrofuran was removed by evaporation in vacuo, and the residue was diluted with water and extracted with ethyl acetate. The extracts were washed with water, dried (MgSO4) and concentrated... Reactants: aqueous solution, OC1=CC2=CC=CC=C2C=C1C(=O)[O-].[Na+] (sodium 2-hydroxynaphthalene-3-carboxylate), S(O)(O)(=O)=O (sulfuric acid). Conditions: temperature 160 celsius. Yields the product OC1=CC2=CC=CC=C2C=C1C(=O)O (2-hydroxynaphthalene-3-carboxylic acid). Yield: 90.0%. As a reaction SMILES: [OH:1][C:2]1[C:11]([C:12]([O-:14])=[O:13])=[CH:10][C:9]2[C:4](=[CH:5][CH:6]=[CH:7][CH:8]=2)[CH:3]=1.[Na+].S(=O)(=O)(O)O>>[OH:1][C:2]1[C:11]([C:12]([OH:14])=[O:13])=[CH:10][C:9]2[C:4](=[CH:5][CH:6]=[CH:7][CH:8]=2)[CH:3]=1 |f:0.1|. Reported procedure: To a 1 L autoclave, 800 g of aqueous solution containing 100 g of sodium 2-hydroxynaphthalene-3-carboxylate prepared by means of the Kolbe-Schmitt method was fed and heated to 160° C. An aqueous sulfuric acid solution (72%) was added dropwise to the solution over 50 minutes to adjust the pH of the mixture to 3.5. Then, the mixture was cooled to 80° C. at the rate of 0.4° C./min. At the same temperature, the mixture was filtrated to give 80.6 g of crystalline 2-hydroxynaphthalene-3-carboxylic aci...